Dataset: the Open Reaction Database (ORD), a public repository of structured organic reaction records. Task: describe an organic reaction: reactants, conditions, products, and yield As a reaction SMILES: [CH2:1]([CH3:2])[n:3]1[n:4][c:5]([NH:11][S:12](=[O:13])(=[O:14])[c:15]2[cH:16][cH:17][c:18]([O:21][CH2:22][c:23]3[n:24][c:25](-[c:29]4[cH:30][cH:31][cH:32][cH:33][cH:34]4)[o:26][c:27]3[CH3:28])[cH:19][cH:20]2)[c:6]([C:8](=[O:9])[Cl:10])[cH:7]1.[CH3:39][CH2:40][O:41][C:42](=[O:43])[CH3:44].[Cl:36][CH2:37][Cl:38].[NH3:35]>>[CH2:1]([CH3:2])[n:3]1[n:4][c:5]([NH:11][S:12](=[O:13])(=[O:14])[c:15]2[cH:16][cH:17][c:18]([O:21][CH2:22][c:23]3[n:24][c:25](-[c:29]4[cH:30][cH:31][cH:32][cH:33][cH:34]4)[o:26][c:27]3[CH3:28])[cH:19][cH:20]2)[c:6]([C:8](=[O:9])[NH2:35])[cH:7]1. Yields the product CCn1cc(C(N)=O)c(NS(=O)(=O)c2ccc(OCc3nc(-c4ccccc4)oc3C)cc2)n1. Starting materials: CCn1cc(C(=O)Cl)c(NS(=O)(=O)c2ccc(OCc3nc(-c4ccccc4)oc3C)cc2)n1, CCOC(C)=O, ClCCl, N.